From a dataset of the Open Reaction Database (ORD), a public repository of structured organic reaction records. describe an organic reaction: reactants, conditions, products, and yield Reactants: CC(C)(C)OC(=O)N1CCN(c2ccccc2N)CC1, CS(=O)(=O)Cl, ClCCl. As a reaction SMILES: [C:1](=[O:2])([O:3][C:4]([CH3:5])([CH3:6])[CH3:7])[N:8]1[CH2:9][CH2:10][N:11]([c:14]2[c:15]([NH2:20])[cH:16][cH:17][cH:18][cH:19]2)[CH2:12][CH2:13]1.[CH3:21][S:22]([Cl:23])(=[O:24])=[O:25].[Cl:26][CH2:27][Cl:28]>>[C:1](=[O:2])([O:3][C:4]([CH3:5])([CH3:6])[CH3:7])[N:8]1[CH2:9][CH2:10][N:11]([c:14]2[c:15]([NH:20][S:22]([CH3:21])(=[O:24])=[O:25])[cH:16][cH:17][cH:18][cH:19]2)[CH2:12][CH2:13]1. Product: CC(C)(C)OC(=O)N1CCN(c2ccccc2NS(C)(=O)=O)CC1.